This data is from the Open Reaction Database (ORD), a public repository of structured organic reaction records. The task is: describe an organic reaction: reactants, conditions, products, and yield Starting materials: Clc1ccc2c(Cl)nc(-c3ccc(Br)cc3)nc2c1, C1CCOC1, NCc1ccccc1. Product: Clc1ccc2c(NCc3ccccc3)nc(-c3ccc(Br)cc3)nc2c1. Reaction SMILES: [Br:1][c:2]1[cH:3][cH:4][c:5](-[c:8]2[n:9][c:10]3[cH:11][c:12]([Cl:19])[cH:13][cH:14][c:15]3[c:16]([Cl:18])[n:17]2)[cH:6][cH:7]1.[CH2:28]1[O:29][CH2:30][CH2:31][CH2:32]1.[NH2:20][CH2:21][c:22]1[cH:23][cH:24][cH:25][cH:26][cH:27]1>>[Br:1][c:2]1[cH:3][cH:4][c:5](-[c:8]2[n:9][c:10]3[cH:11][c:12]([Cl:19])[cH:13][cH:14][c:15]3[c:16]([NH:20][CH2:21][c:22]3[cH:23][cH:24][cH:25][cH:26][cH:27]3)[n:17]2)[cH:6][cH:7]1. Reactants: ClC1=NC(=NC(=C1)C1=CC=CC=C1)N (4-chloro-6-phenyl-pyrimidin-2-ylamine), ClC1=CC=C(C=C1)N (4-chloro-phenylamine). Yields the product ClC1=CC=C(C=C1)NC1=NC(=NC(=C1)C1=CC=CC=C1)N (N*4*-(4-Chloro-phenyl)-6-phenyl-pyrimidine-2,4-diamine), hydrochloride salt. The yield is 63.0%. RXN SMILES: Cl[C:2]1[CH:7]=[C:6]([C:8]2[CH:13]=[CH:12][CH:11]=[CH:10][CH:9]=2)[N:5]=[C:4]([NH2:14])[N:3]=1.[Cl:15][C:16]1[CH:21]=[CH:20][C:19]([NH2:22])=[CH:18][CH:17]=1>>[Cl:15][C:16]1[CH:21]=[CH:20][C:19]([NH:22][C:2]2[CH:7]=[C:6]([C:8]3[CH:13]=[CH:12][CH:11]=[CH:10][CH:9]=3)[N:5]=[C:4]([NH2:14])[N:3]=2)=[CH:18][CH:17]=1. Procedure: Following the method described in Example 53, 4-chloro-6-phenyl-pyrimidin-2-ylamine and 4-chloro-phenylamine provided the title compound as the hydrochloride salt (63% yield). 1H NMR (DMSO-d6) δ 6.70 (s, 1H, Ar), 7.47 (d, 2H, J=8.7 Hz, Ar), 7.66 (d, 3H, J=6.9 Hz, Ar), 7.88 (d, 4H, J=7.2 Hz, Ar), 9.42 (s, 1H, NH), 12.91 (s, 1H, NH). Conditions: temperature 27.5 celsius, time 15 hour. Run in C(Cl)(Cl)Cl (CHCl3), CCN(CC)CC (Et3N). Starting materials: Cl.Cl.ClC=1C=C(C=NC1N[C@H]1CNCC1)\C=C(\C(=O)OCC)/F (ethyl (2Z)-3-{5-chloro-6-[(3R)-3-pyrrolidinylamino]-3-pyridinyl}-2-fluoroacrylate dihydrochloride), C1(CCCC1)=O (cyclopentanone), C(C)(=O)O[BH-](OC(C)=O)OC(C)=O.[Na+] (sodium triacetoxyborohydride), C(=O)([O-])[O-].[K+].[K+] (K2CO3). Reaction SMILES: Cl.Cl.[Cl:3][C:4]1[CH:5]=[C:6](/[CH:16]=[C:17](\[F:23])/[C:18]([O:20][CH2:21][CH3:22])=[O:19])[CH:7]=[N:8][C:9]=1[NH:10][C@@H:11]1[CH2:15][CH2:14][NH:13][CH2:12]1.[C:24]1(=O)[CH2:28][CH2:27][CH2:26][CH2:25]1.C(O[BH-](OC(=O)C)OC(=O)C)(=O)C.[Na+].C([O-])([O-])=O.[K+].[K+]>C(Cl)(Cl)Cl.CCN(CC)CC>[Cl:3][C:4]1[CH:5]=[C:6](/[CH:16]=[C:17](\[F:23])/[C:18]([O:20][CH2:21][CH3:22])=[O:19])[CH:7]=[N:8][C:9]=1[NH:10][C@@H:11]1[CH2:15][CH2:14][N:13]([CH:24]2[CH2:28][CH2:27][CH2:26][CH2:25]2)[CH2:12]1 |f:0.1.2,4.5,6.7.8|. Procedure details: A mixture of ethyl (2Z)-3-{5-chloro-6-[(3R)-3-pyrrolidinylamino]-3-pyridinyl}-2-fluoroacrylate dihydrochloride (720 mg), cyclopentanone (188 mg), sodium triacetoxyborohydride (1.18 g) and Et3N (0.52 ml) in CHCl3 (20 ml) was stirred at 25-30° C. for 15 hours. The 10% K2CO3 solution (2 ml) was added to a reaction mixture and stirred at ambient temperature for 30 minutes and extracted with CH2Cl2 and washed with brine and dried over MgSO4. The solvent was evaporated in vacuo and the residue was chr... The product is ClC=1C=C(C=NC1N[C@H]1CN(CC1)C1CCCC1)\C=C(\C(=O)OCC)/F (ethyl (2Z)-3-(5-chloro-6-([(3R)-1-cyclopentyl-3-pyrrolidinyl]amino)-3-pyridinyl)-2-fluoroacrylate). Yield: 99.9%. Reaction SMILES: [C:1]1([C@H:7]2[CH2:11][O:10][C:9](=[O:12])[N:8]2[CH2:13][C:14]([O:16][CH3:17])=[O:15])[CH:6]=[CH:5][CH:4]=[CH:3][CH:2]=1.[CH3:18][Si]([N-][Si](C)(C)C)(C)C.[Li+].CI>C1COCC1>[C:1]1([C@H:7]2[CH2:11][O:10][C:9](=[O:12])[N:8]2[CH:13]([CH3:18])[C:14]([O:16][CH3:17])=[O:15])[CH:2]=[CH:3][CH:4]=[CH:5][CH:6]=1 |f:1.2|. Yields the product C1(=CC=CC=C1)[C@@H]1N(C(OC1)=O)C(C(=O)OC)C (Methyl 2-(4(S)-phenyloxazolidin-2-on-3-yl)propanoate). Run at temperature -70 celsius, time 1 hour. The reactants are CI (MeI), C1(=CC=CC=C1)[C@@H]1N(C(OC1)=O)CC(=O)OC (Methyl (4(S)-phenyloxazolidin-2-on-3-yl)acetate), solution, C[Si](C)(C)[N-][Si](C)(C)C.[Li+] (lithium bis(trimethylsilyl)amide). Procedure: A solution of Example 2A (1 g, 4.25 mmol) in 10 mL of anhydrous THF at −78° C. was treated with 4.68 mL (4.68 mmol) of a 1 M solution of lithium bis(trimethylsilyl)amide in THF. The reaction mixture was stirred for 1 h. at about −70° C. before adding MeI (1.59 mL, 25.51 mmol). Upon complete conversion of the azetidinone, the reaction was quenched with saturated aqueous NH4Cl and partitioned between EtOAc and water. The organic layer was washed sequentially with saturated aqueous sodium bisulfite... Solvent: C1CCOC1 (THF), C1CCOC1 (THF). Starting materials: Cl.C1(CC1)COC1=C(C=C(C(=C1)OC)F)C=1C2=C(N=CN1)C(=C(N2)C)C(=O)N[C@H]2[C@@H](CNCC2)O (4-[2-(cyclopropylmethoxy)-5-fluoro-4-methoxyphenyl]-N-[(3R*,4R*)-3-hydroxypiperidin-4-yl]-6-methyl-5H-pyrrolo[3,2-d]pyrimidine-7-carboxamide hydrochloride), COCC(=O)Cl (methoxy-acetyl chloride). The product is C1(CC1)COC1=C(C=C(C(=C1)OC)F)C=1C2=C(N=CN1)C(=C(N2)C)C(=O)N[C@H]2[C@@H](CN(CC2)C(COC)=O)O (4-[2-(Cyclopropylmethoxy)-5-fluoro-4-methoxyphenyl]-N-[(3R*,4R*)-3-hydroxy-1-(methoxyacetyl)piperidin-4-yl]-6-methyl-5H-pyrrolo[3,2-d]pyrimidine-7-carboxamide). Reaction SMILES: Cl.[CH:2]1([CH2:5][O:6][C:7]2[CH:12]=[C:11]([O:13][CH3:14])[C:10]([F:15])=[CH:9][C:8]=2[C:16]2[C:17]3[NH:24][C:23]([CH3:25])=[C:22]([C:26]([NH:28][C@@H:29]4[CH2:34][CH2:33][NH:32][CH2:31][C@H:30]4[OH:35])=[O:27])[C:18]=3[N:19]=[CH:20][N:21]=2)[CH2:4][CH2:3]1.[CH3:36][O:37][CH2:38][C:39](Cl)=[O:40]>>[CH:2]1([CH2:5][O:6][C:7]2[CH:12]=[C:11]([O:13][CH3:14])[C:10]([F:15])=[CH:9][C:8]=2[C:16]2[C:17]3[NH:24][C:23]([CH3:25])=[C:22]([C:26]([NH:28][C@@H:29]4[CH2:34][CH2:33][N:32]([C:39](=[O:40])[CH2:38][O:37][CH3:36])[CH2:31][C@H:30]4[OH:35])=[O:27])[C:18]=3[N:19]=[CH:20][N:21]=2)[CH2:4][CH2:3]1 |f:0.1|. Procedure: Starting from 4-[2-(cyclopropylmethoxy)-5-fluoro-4-methoxyphenyl]-N-[(3R*,4R*)-3-hydroxypiperidin-4-yl]-6-methyl-5H-pyrrolo[3,2-d]pyrimidine-7-carboxamide hydrochloride (example D.f47) and commercially available methoxy-acetyl chloride the title compound is obtained as colorless solid. Starting materials: NCC(O)C1=CC=C(C=C1)Br (2-amino-1-(4-bromophenyl)ethanol), [OH-].[Na+] (NaOH), ClCC(=O)Cl (chloroacetyl chloride). Run in C(Cl)Cl (CH2Cl2), O (water). Conditions: time 6 hour. Product: BrC1=CC=C(C=C1)C(CNC(CCl)=O)O (N-(2-(4-bromophenyl)-2-hydroxyethyl)-2-chloroacetamide). Yield: 68.4%. Reaction SMILES: [NH2:1][CH2:2][CH:3]([C:5]1[CH:10]=[CH:9][C:8]([Br:11])=[CH:7][CH:6]=1)[OH:4].[OH-].[Na+].[Cl:14][CH2:15][C:16](Cl)=[O:17]>C(Cl)Cl.O>[Br:11][C:8]1[CH:9]=[CH:10][C:5]([CH:3]([OH:4])[CH2:2][NH:1][C:16](=[O:17])[CH2:15][Cl:14])=[CH:6][CH:7]=1 |f:1.2|. Procedure details: To a solution of compound 2-amino-1-(4-bromophenyl)ethanol (2.0 g, 10 mmol) in CH2Cl2 (40 mL) and water (40 mL) was added NaOH (0.48 g, 12 mmol) and chloroacetyl chloride (1.7 g, 15 mmol) at 0° C. After addition, the mixture was allowed to warm to room temperature and stirred for 6 hours. The layers were separated. The organic was washed with 3% HCl and saturated NaHCO3, dried over sodium sulfate, and concentrated to afford the title compound (2.0 g, 76% yield) as a yellow solid. 1H NMR: (400 MH... Reactants: Cc1cccc(Br)c1Cl, ClC(Cl)(Cl)Cl, CC(C)(C#N)N=NC(C)(C)C#N, O=C1CCC(=O)N1Br. Yields the product Clc1c(Br)cccc1CBr. As a reaction SMILES: [Br:1][c:2]1[c:3]([Cl:9])[c:4]([CH3:8])[cH:5][cH:6][cH:7]1.[Cl:30][C:31]([Cl:32])([Cl:33])[Cl:34].[N:18]#[C:19][C:20]([N:21]=[N:22][C:23]([C:24]#[N:25])([CH3:26])[CH3:27])([CH3:28])[CH3:29].[O:10]=[C:11]1[N:12]([Br:17])[C:13](=[O:14])[CH2:15][CH2:16]1>>[Br:1][c:2]1[c:3]([Cl:9])[c:4]([CH2:8][Br:17])[cH:5][cH:6][cH:7]1.